This data is from the Open Reaction Database (ORD), a public repository of structured organic reaction records. The task is: describe an organic reaction: reactants, conditions, products, and yield Reactants: [Br-], [Mg+]Cc1ccccc1, C1CCOC1, CC(=O)Nc1ccccc1C=Nc1ccccc1Oc1ccc(Cl)cc1. Reaction SMILES: [Br-:27].[CH2:28]([c:29]1[cH:30][cH:31][cH:32][cH:33][cH:34]1)[Mg+:35].[CH2:36]1[O:37][CH2:38][CH2:39][CH2:40]1.[Cl:1][c:2]1[cH:3][cH:4][c:5]([O:6][c:7]2[c:8]([N:13]=[CH:14][c:15]3[c:16]([NH:21][C:22]([CH3:23])=[O:24])[cH:17][cH:18][cH:19][cH:20]3)[cH:9][cH:10][cH:11][cH:12]2)[cH:25][cH:26]1>>[Cl:1][c:2]1[cH:3][cH:4][c:5]([O:6][c:7]2[c:8]([NH:13][CH:14]([c:15]3[c:16]([NH:21][C:22]([CH3:23])=[O:24])[cH:17][cH:18][cH:19][cH:20]3)[CH2:28][c:29]3[cH:30][cH:31][cH:32][cH:33][cH:34]3)[cH:9][cH:10][cH:11][cH:12]2)[cH:25][cH:26]1. Yields the product CC(=O)Nc1ccccc1C(Cc1ccccc1)Nc1ccccc1Oc1ccc(Cl)cc1. As a reaction SMILES: [Br:1][c:2]1[c:3]([CH:12]2[CH:13]([C:15](=[O:16])[O:17][CH2:18][c:19]3[cH:20][cH:21][cH:22][cH:23][cH:24]3)[CH2:14]2)[cH:4][cH:5][c:6]([C:8]([CH3:9])([CH3:10])[CH3:11])[cH:7]1.[CH3:40][c:41]1[cH:42][cH:43][cH:44][cH:45][cH:46]1.[CH3:47][CH2:48][OH:49].[CH3:50][CH2:51][O:52][C:53]([CH3:54])=[O:55].[Na+:34].[Na+:35].[O-:36][C:37](=[O:38])[O-:39].[OH2:56].[cH:57]1[cH:58][cH:59][c:60]([P:61]([Pd:62]([P:63]([c:64]2[cH:65][cH:66][cH:67][cH:68][cH:69]2)([c:70]2[cH:71][cH:72][cH:73][cH:74][cH:75]2)[c:76]2[cH:77][cH:78][cH:79][cH:80][cH:81]2)([P:82]([c:83]2[cH:84][cH:85][cH:86][cH:87][cH:88]2)([c:89]2[cH:90][cH:91][cH:92][cH:93][cH:94]2)[c:95]2[cH:96][cH:97][cH:98][cH:99][cH:100]2)[P:101]([c:102]2[cH:103][cH:104][cH:105][cH:106][cH:107]2)([c:108]2[cH:109][cH:110][cH:111][cH:112][cH:113]2)[c:114]2[cH:115][cH:116][cH:117][cH:118][cH:119]2)([c:120]2[cH:121][cH:122][cH:123][cH:124][cH:125]2)[c:126]2[cH:127][cH:128][cH:129][cH:130][cH:131]2)[cH:132][cH:133]1.[n:25]1[cH:26][cH:27][c:28]([B:31]([OH:32])[OH:33])[cH:29][cH:30]1>>[c:2]1(-[c:28]2[cH:27][cH:26][n:25][cH:30][cH:29]2)[c:3]([CH:12]2[CH:13]([C:15](=[O:16])[O:17][CH2:18][c:19]3[cH:20][cH:21][cH:22][cH:23][cH:24]3)[CH2:14]2)[cH:4][cH:5][c:6]([C:8]([CH3:9])([CH3:10])[CH3:11])[cH:7]1. Starting materials: CC(C)(C)c1ccc(C2CC2C(=O)OCc2ccccc2)c(Br)c1, Cc1ccccc1, CCO, CCOC(C)=O, [Na+], [Na+], O=C([O-])[O-], O, c1ccc(P(c2ccccc2)(c2ccccc2)[Pd](P(c2ccccc2)(c2ccccc2)c2ccccc2)(P(c2ccccc2)(c2ccccc2)c2ccccc2)P(c2ccccc2)(c2ccccc2)c2ccccc2)cc1, OB(O)c1ccncc1. Product: CC(C)(C)c1ccc(C2CC2C(=O)OCc2ccccc2)c(-c2ccncc2)c1. The reactants are [Br-], O=C([O-])O, N#Cc1ncccc1OCc1ccccc1, C[Mg+], [Na+], C1CCOC1, O, O=S(=O)(O)O. Product: CC(=O)c1ncccc1OCc1ccccc1. As a reaction SMILES: [Br-:17].[C:25](=[O:26])([OH:27])[O-:28].[CH2:1]([c:2]1[cH:3][cH:4][cH:5][cH:6][cH:7]1)[O:8][c:9]1[c:10]([C:15]#[N:16])[n:11][cH:12][cH:13][cH:14]1.[CH3:18][Mg+:19].[Na+:29].[O:31]1[CH2:32][CH2:33][CH2:34][CH2:35]1.[OH2:30].[S:20](=[O:21])(=[O:22])([OH:23])[OH:24]>>[CH2:1]([c:2]1[cH:3][cH:4][cH:5][cH:6][cH:7]1)[O:8][c:9]1[c:10]([C:15]([CH3:25])=[O:30])[n:11][cH:12][cH:13][cH:14]1. The reactants are O=c1[nH]c(-c2ccc(C(F)(F)F)cc2)cs1, O=P(Cl)(Cl)Cl. The product is FC(F)(F)c1ccc(-c2csc(Cl)n2)cc1. Reaction SMILES: [F:1][C:2]([c:3]1[cH:4][cH:5][c:6](-[c:9]2[nH:10][c:11](=[O:14])[s:12][cH:13]2)[cH:7][cH:8]1)([F:15])[F:16].[P:17]([Cl:18])([Cl:19])([Cl:20])=[O:21]>>[F:1][C:2]([c:3]1[cH:4][cH:5][c:6](-[c:9]2[n:10][c:11]([Cl:19])[s:12][cH:13]2)[cH:7][cH:8]1)([F:15])[F:16]. The reactants are CC(C)[O-], C[Zn]C, CC(C)[O-], CC(C)[O-], CC(C)[O-], ClCCl, O=Cc1ccc(I)cc1[N+](=O)[O-], [Ti+4]. Product: CC(O)c1ccc(I)cc1[N+](=O)[O-]. RXN SMILES: [CH3:19][CH:20]([CH3:21])[O-:22].[CH3:1][Zn:2][CH3:3].[CH3:24][CH:25]([CH3:26])[O-:27].[CH3:28][CH:29]([CH3:30])[O-:31].[CH3:32][CH:33]([CH3:34])[O-:35].[Cl:16][CH2:17][Cl:18].[I:4][c:5]1[cH:6][c:7]([N+:13](=[O:14])[O-:15])[c:8]([CH:9]=[O:10])[cH:11][cH:12]1.[Ti+4:23]>>[CH3:1][CH:9]([c:8]1[c:7]([N+:13](=[O:14])[O-:15])[cH:6][c:5]([I:4])[cH:12][cH:11]1)[OH:10].